From a dataset of the Open Reaction Database (ORD), a public repository of structured organic reaction records. describe an organic reaction: reactants, conditions, products, and yield Reactants: NC=1N=CN(C1C(=O)N)CC1=CC=CC=C1 (4-amino-1-benzyl-5-imidazolecarboxamide), Cl.N1=CC(=CC=C1)CC(=O)O (3-pyridylacetic acid hydrochloride), C(C)(C)(C)OC(=O)N(C)C1=CC=C(C(=O)O)C=C1 (4-(N-t-butyloxycarbonyl-N-methylamino)benzoic acid). The product is C(C1=CC=CC=C1)N1C=NC(=C1C(=O)N)NC(C1=CC=C(C=C1)N(C)C(=O)OC(C)(C)C)=O (1-benzyl-4-(4-(N-t-butyloxycarbonyl-N-methylamino) benzoylamino)-5-imidazolecarboxamide). The yield is 69.0%. Reaction SMILES: [NH2:1][C:2]1[N:3]=[CH:4][N:5]([CH2:10][C:11]2[CH:16]=[CH:15][CH:14]=[CH:13][CH:12]=2)[C:6]=1[C:7]([NH2:9])=[O:8].Cl.N1C=CC=C(CC(O)=O)C=1.[C:28]([O:32][C:33]([N:35]([C:37]1[CH:45]=[CH:44][C:40]([C:41](O)=[O:42])=[CH:39][CH:38]=1)[CH3:36])=[O:34])([CH3:31])([CH3:30])[CH3:29]>>[CH2:10]([N:5]1[C:6]([C:7]([NH2:9])=[O:8])=[C:2]([NH:1][C:41](=[O:42])[C:40]2[CH:39]=[CH:38][C:37]([N:35]([C:33]([O:32][C:28]([CH3:30])([CH3:29])[CH3:31])=[O:34])[CH3:36])=[CH:45][CH:44]=2)[N:3]=[CH:4]1)[C:11]1[CH:16]=[CH:15][CH:14]=[CH:13][CH:12]=1 |f:1.2|. Procedure details: An amidation reaction and post-treatment were carried out following the conditions of Example 17, using 2.16 g (9.99 mmol) of 4-amino-1-benzyl-5-imidazolecarboxamide prepared in the same manner as in Reference Example 2 and, instead of 3-pyridylacetic acid hydrochloride, 4-(N-t-butyloxycarbonyl-N-methylamino)benzoic acid which was prepared separately by a conventional method, to obtain 3.10 g of 1-benzyl-4-(4-(N-t-butyloxycarbonyl-N-methylamino) benzoylamino)-5-imidazolecarboxamide (yield 69%).